This data is from the Open Reaction Database (ORD), a public repository of structured organic reaction records. The task is: describe an organic reaction: reactants, conditions, products, and yield The reactants are N[C@H](C(=O)C=1OC=CN1)CC ((S)-2-Amino-1-oxazol-2-yl-butan-1-one), O[C@H](C(=O)N1CCOCC1)[C@H](C(=O)O)CCCC1=CC=CC=C1 ((R)-2-((S)-1-Hydroxy-2-morpholin-4-yl-2-oxo-ethyl)-5-phenyl-pentanoic acid), Cl (hydrochloride), amino. The product is O1C(=NC=C1)C(=O)[C@H](CC)NC([C@H](CCCC1=CC=CC=C1)[C@@H](C(=O)N1CCOCC1)O)=O ((R)-2-((S)-1-Hydroxy-2-morpholin-4-yl-2-oxo-ethyl)-5-phenyl-pentanoic acid[(S)-1-(oxazole-2-carbonyl)-propyl]-amide). As a reaction SMILES: [NH2:1][C@@H:2]([CH2:10][CH3:11])[C:3]([C:5]1[O:6][CH:7]=[CH:8][N:9]=1)=[O:4].Cl.[OH:13][C@@H:14]([C@@H:23]([CH2:27][CH2:28][CH2:29][C:30]1[CH:35]=[CH:34][CH:33]=[CH:32][CH:31]=1)[C:24](O)=[O:25])[C:15]([N:17]1[CH2:22][CH2:21][O:20][CH2:19][CH2:18]1)=[O:16]>>[O:6]1[CH:7]=[CH:8][N:9]=[C:5]1[C:3]([C@@H:2]([NH:1][C:24](=[O:25])[C@@H:23]([C@H:14]([OH:13])[C:15]([N:17]1[CH2:18][CH2:19][O:20][CH2:21][CH2:22]1)=[O:16])[CH2:27][CH2:28][CH2:29][C:30]1[CH:31]=[CH:32][CH:33]=[CH:34][CH:35]=1)[CH2:10][CH3:11])=[O:4]. Procedure details: It is similarly prepared according to the general procedure for Example 10 using (S)-2-Amino-1-oxazol-2-yl-butan-1-one; hydrochloride as the amino component and (R)-2-((S)-1-Hydroxy-2-morpholin-4-yl-2-oxo-ethyl)-5-phenyl-pentanoic acid as the acidic component but without further oxidation.